From a dataset of the Open Reaction Database (ORD), a public repository of structured organic reaction records. describe an organic reaction: reactants, conditions, products, and yield Starting materials: C(C)(=O)O[BH-](OC(C)=O)OC(C)=O.[Na+] (Sodium triacetoxyborohydride), C(C)(=O)O (acetic acid), S1CC(CC1)=O (dihydrothiophen-3-one), C(C)C=1N(C2=C(C=NC=3C=CC=CC23)N1)CCCCN (4-(2-Ethyl-imidazo[4,5-c]quinolin-1-yl)-butylamine). Solvent: O1CCCC1 (tetrahydrofuran). Run at time 10 minute. Product: C(C)C=1N(C2=C(C=NC=3C=CC=CC23)N1)CCCCNC1CSCC1 ([4-(2-Ethyl-imidazo[4,5-c]quinolin-1-yl)-butyl]-(tetrahydro-thiophen-3-yl)-amine). Reaction SMILES: [CH2:1]([C:3]1[N:4]([CH2:16][CH2:17][CH2:18][CH2:19][NH2:20])[C:5]2[C:14]3[CH:13]=[CH:12][CH:11]=[CH:10][C:9]=3[N:8]=[CH:7][C:6]=2[N:15]=1)[CH3:2].C(O)(=O)C.[S:25]1[CH2:29][CH2:28][C:27](=O)[CH2:26]1.C(O[BH-](OC(=O)C)OC(=O)C)(=O)C.[Na+]>O1CCCC1>[CH2:1]([C:3]1[N:4]([CH2:16][CH2:17][CH2:18][CH2:19][NH:20][CH:27]2[CH2:28][CH2:29][S:25][CH2:26]2)[C:5]2[C:14]3[CH:13]=[CH:12][CH:11]=[CH:10][C:9]=3[N:8]=[CH:7][C:6]=2[N:15]=1)[CH3:2] |f:3.4|. Procedure details: To a suspension of 4-(2-Ethyl-imidazo[4,5-c]quinolin-1-yl)-butylamine obtained in step VI in tetrahydrofuran was added acetic acid (1 eq.) and dihydrothiophen-3-one (1.1 eq.). Resulting reaction mixture was stirred for 10 min. Sodium triacetoxyborohydride (2.2 eq.) was added to reaction mixture over a period of 1 hrs and resulting suspension was then stirred for 4-5 hrs. Reaction was then quenched with methanol and concentrated to dryness. Reaction mixture was basified using aq.sodium hydroxide ... Starting materials: C(C)(C)(C)OC(=O)NCC(=O)OCCOC(C1=CC(=C(C=C1)NC(=O)[C@@H]1N[C@H]([C@]([C@H]1C1=C(C(=CC=C1)Cl)F)(C#N)C1=C(C=C(C=C1)Cl)F)CC(C)(C)C)OC)=O (4-{[(2R,3S,4R,5S)-4-(4-chloro-2-fluoro-phenyl)-3-(3-chloro-2-fluoro-phenyl)-4-cyano-5-(2,2-dimethyl-propyl)-pyrrolidine-2-carbonyl]-amino}-3-methoxy-benzoic acid 2-(2-tert-butoxycarbonylamino-acetoxy)-ethyl ester), FC(C(=O)O)(F)F (trifluoroacetic acid). Product: NCC(=O)OCCOC(C1=CC(=C(C=C1)NC(=O)[C@@H]1N[C@H]([C@]([C@H]1C1=C(C(=CC=C1)Cl)F)(C#N)C1=C(C=C(C=C1)Cl)F)CC(C)(C)C)OC)=O (4-{[(2R,3S,4R,5S)-4-(4-chloro-2-fluoro-phenyl)-3-(3-chloro-2-fluoro-phenyl)-4-cyano-5-(2,2-dimethyl-propyl)-pyrrolidine-2-carbonyl]-amino}-3-methoxy-benzoic acid 2-(2-amino-acetoxy)-ethyl ester). As a reaction SMILES: C(OC([NH:8][CH2:9][C:10]([O:12][CH2:13][CH2:14][O:15][C:16](=[O:56])[C:17]1[CH:22]=[CH:21][C:20]([NH:23][C:24]([C@H:26]2[C@H:30]([C:31]3[CH:36]=[CH:35][CH:34]=[C:33]([Cl:37])[C:32]=3[F:38])[C@:29]([C:41]3[CH:46]=[CH:45][C:44]([Cl:47])=[CH:43][C:42]=3[F:48])([C:39]#[N:40])[C@H:28]([CH2:49][C:50]([CH3:53])([CH3:52])[CH3:51])[NH:27]2)=[O:25])=[C:19]([O:54][CH3:55])[CH:18]=1)=[O:11])=O)(C)(C)C.FC(F)(F)C(O)=O>>[NH2:8][CH2:9][C:10]([O:12][CH2:13][CH2:14][O:15][C:16](=[O:56])[C:17]1[CH:22]=[CH:21][C:20]([NH:23][C:24]([C@H:26]2[C@H:30]([C:31]3[CH:36]=[CH:35][CH:34]=[C:33]([Cl:37])[C:32]=3[F:38])[C@:29]([C:41]3[CH:46]=[CH:45][C:44]([Cl:47])=[CH:43][C:42]=3[F:48])([C:39]#[N:40])[C@H:28]([CH2:49][C:50]([CH3:52])([CH3:53])[CH3:51])[NH:27]2)=[O:25])=[C:19]([O:54][CH3:55])[CH:18]=1)=[O:11]. Reported procedure: 4-{[(2R,3S,4R,5S)-4-(4-chloro-2-fluoro-phenyl)-3-(3-chloro-2-fluoro-phenyl)-4-cyano-5-(2,2-dimethyl-propyl)-pyrrolidine-2-carbonyl]-amino}-3-methoxy-benzoic acid 2-(2-tert-butoxycarbonylamino-acetoxy)-ethyl ester (Example 29) was treated with trifluoroacetic acid to give 4-{[(2R,3S,4R,5S)-4-(4-chloro-2-fluoro-phenyl)-3-(3-chloro-2-fluoro-phenyl)-4-cyano-5-(2,2-dimethyl-propyl)-pyrrolidine-2-carbonyl]-amino}-3-methoxy-benzoic acid 2-(2-amino-acetoxy)-ethyl ester. MS (ES+) m/z calcd. for C35H37Cl2... Reactants: CC(C)=O, CCOC(=O)c1ccc(CNC(=O)CCl)cc1O, [I-], [Na+]. Yields the product CCOC(=O)c1ccc(CNC(=O)CI)cc1O. Reaction SMILES: [CH3:21][C:22](=[O:23])[CH3:24].[Cl:1][CH2:2][C:3](=[O:4])[NH:5][CH2:6][c:7]1[cH:8][c:9]([OH:18])[c:10]([C:11](=[O:12])[O:13][CH2:14][CH3:15])[cH:16][cH:17]1.[I-:20].[Na+:19]>>[CH2:2]([C:3](=[O:4])[NH:5][CH2:6][c:7]1[cH:8][c:9]([OH:18])[c:10]([C:11](=[O:12])[O:13][CH2:14][CH3:15])[cH:16][cH:17]1)[I:20]. Starting materials: CN(C)C=O, ClCc1cccc(-c2cnccn2)c1, [H-], [Na+], O, CCOC(=O)CCc1cn(Cc2ccc(O)cc2)cc1-c1ccccc1. Product: CCOC(=O)CCc1cn(Cc2ccc(OCc3cccc(-c4cnccn4)c3)cc2)cc1-c1ccccc1. As a reaction SMILES: [CH3:44][N:45]([CH3:46])[CH:47]=[O:48].[Cl:29][CH2:30][c:31]1[cH:32][c:33](-[c:37]2[n:38][cH:39][cH:40][n:41][cH:42]2)[cH:34][cH:35][cH:36]1.[H-:1].[Na+:2].[OH2:43].[OH:3][c:4]1[cH:5][cH:6][c:7]([CH2:8][n:9]2[cH:10][c:11]([CH2:20][CH2:21][C:22](=[O:23])[O:24][CH2:25][CH3:26])[c:12](-[c:14]3[cH:15][cH:16][cH:17][cH:18][cH:19]3)[cH:13]2)[cH:27][cH:28]1>>[O:3]([c:4]1[cH:5][cH:6][c:7]([CH2:8][n:9]2[cH:10][c:11]([CH2:20][CH2:21][C:22](=[O:23])[O:24][CH2:25][CH3:26])[c:12](-[c:14]3[cH:15][cH:16][cH:17][cH:18][cH:19]3)[cH:13]2)[cH:27][cH:28]1)[CH2:30][c:31]1[cH:32][c:33](-[c:37]2[n:38][cH:39][cH:40][n:41][cH:42]2)[cH:34][cH:35][cH:36]1. Starting materials: C(C(=O)O)(=O)O (oxalic acid), [La] (lanthanum), [La] (lanthanum), Cl (hydrochloric acid). Solvent: O (water). The product is C(C(=O)[O-])(=O)[O-].[La+3].C(C(=O)[O-])(=O)[O-].C(C(=O)[O-])(=O)[O-].[La+3] (lanthanum oxalate). RXN SMILES: [La:1].Cl.[C:3]([OH:8])(=[O:7])[C:4]([OH:6])=[O:5]>O>[C:3]([O-:8])(=[O:7])[C:4]([O-:6])=[O:5].[La+3:1].[C:3]([O-:8])(=[O:7])[C:4]([O-:6])=[O:5].[C:3]([O-:8])(=[O:7])[C:4]([O-:6])=[O:5].[La+3:1] |f:4.5.6.7.8|. Procedure details: The filtrate solution containing the twice-purified lanthanum was acidified, using 200 mL of hydrochloric acid (37.5% by weight). Then a stoichiometric amount of oxalic acid in 1000 mL water was slowly added to the heated lanthanum solution (approximately 70° C.), resulting in a lanthanum oxalate precipitate. The precipitate was recovered by filtering the suspension using a sintered glass crucible of coarse porosity. The precipitate was washed with 3 liters of distilled water, dried and then hea... Starting materials: ClC1=C(C(=O)O)C(=CN=C1)Cl (3,5-dichloroisonicotinic acid), CCO (EtOH), S(=O)(Cl)Cl (thionylchloride). Solvent: C(Cl)Cl (DCM), CN(C)C=O (DMF). Reaction conditions: temperature 40 celsius, time 10 minute. Yields the product C(C)OC(C1=C(C=NC=C1Cl)Cl)=O (3,5-dichloroisonicotinic acid ethyl ester). Reaction SMILES: [Cl:1][C:2]1[CH:10]=[N:9][CH:8]=[C:7]([Cl:11])[C:3]=1[C:4]([OH:6])=[O:5].S(Cl)(Cl)=O.[CH3:16][CH2:17]O>C(Cl)Cl.CN(C=O)C>[CH2:16]([O:5][C:4](=[O:6])[C:3]1[C:2]([Cl:1])=[CH:10][N:9]=[CH:8][C:7]=1[Cl:11])[CH3:17]. Procedure: To a suspension of 3,5-dichloroisonicotinic acid (52 mmol) in 250 mL DCM and 5 mL DMF were added 11.4 mL thionylchloride. The mixture was heated to 40° C. for 2.5 h, cooled to RT before 100 mL EtOH were added. The solution was stirred at RT for 10 min and then concentrated in vacuo. The crude mixture was taken up in EtOAc and quenched with sat. aq. NaHCO3 solution under ice cooling. The aqueous layer was extracted with EtOAc (2×). The combined organic layers were washed with brine, dried over Mg... Starting materials: FC(C(=O)O)(F)F.N[C@@H](C(=O)N1CCC(CC1)C#N)C(C)(C)C (1-((R)-2-amino-3,3-dimethyl-butyryl)-piperidine-4-carbonitrile trifluoroacetate), C(C)N1N=CC(=C1)B1OC(C)(C)C(C)(C)O1 (1-ethyl-1H-pyrazole-4-boronic acid pinacol ester), Cl.N[C@@H](C(=O)N1CCCC1)C(C)(C)C ((R)-2-amino-3,3-dimethyl-1-pyrrolidin-1-yl-butan-1-one hydrochloride), FC(CN1N=CC(=C1)B1OC(C)(C)C(C)(C)O1)(F)F (1-(2,2,2-trifluoroethyl)-1H-pyrazole-4-boronic acid pinacol ester). Yields the product C(#N)C1CCN(CC1)C(=O)[C@@H](C(C)(C)C)NC(=O)C1=CNC2=NC=C(N=C21)C=2C=NN(C2)CC(F)(F)F (2-[1-(2,2,2-Trifluoro-ethyl)-1H-pyrazol-4-yl]-5H-pyrrolo[2,3-b]pyrazine-7-carboxylic acid [(R)-1-(4-cyano-piperidine-1-carbonyl)-2,2-dimethyl-propyl]-amide). Reaction SMILES: F[C:2](F)(F)[C:3]([OH:5])=O.[NH2:8][C@H:9]([C:20]([CH3:23])([CH3:22])[CH3:21])[C:10]([N:12]1[CH2:17][CH2:16][CH:15]([C:18]#[N:19])[CH2:14][CH2:13]1)=[O:11].Cl.[NH2:25][C@H:26](C(C)(C)C)[C:27]([N:29]1[CH2:33][CH2:32]CC1)=O.[F:38][C:39]([F:56])([F:55])[CH2:40][N:41]1[CH:45]=[C:44](B2OC(C)(C)C(C)(C)O2)[CH:43]=[N:42]1.[CH2:57]([N:59]1C=C(B2OC(C)(C)C(C)(C)O2)C=N1)C>>[C:18]([CH:15]1[CH2:14][CH2:13][N:12]([C:10]([C@H:9]([NH:8][C:3]([C:2]2[C:26]3[C:27](=[N:29][CH:33]=[C:32]([C:44]4[CH:43]=[N:42][N:41]([CH2:40][C:39]([F:38])([F:55])[F:56])[CH:45]=4)[N:25]=3)[NH:59][CH:57]=2)=[O:5])[C:20]([CH3:23])([CH3:22])[CH3:21])=[O:11])[CH2:17][CH2:16]1)#[N:19] |f:0.1,2.3|. Procedure details: Prepared according to the procedure outlined in Example 2 substituting 1-((R)-2-amino-3,3-dimethyl-butyryl)-piperidine-4-carbonitrile trifluoroacetate for (R)-2-amino-3,3-dimethyl-1-pyrrolidin-1-yl-butan-1-one hydrochloride in Step 1 and 1-(2,2,2-trifluoroethyl)-1H-pyrazole-4-boronic acid pinacol ester for 1-ethyl-1H-pyrazole-4-boronic acid pinacol ester in Step 2. MS: (M+H)+=517.